This data is from the Open Reaction Database (ORD), a public repository of structured organic reaction records. The task is: describe an organic reaction: reactants, conditions, products, and yield Reactants: BrB(Br)Br, CCOC(=O)c1c(C(F)(F)F)n(C)cc(-c2ccc(Cl)cc2Cl)c1=O, ClCCl, [Cu], O, c1ccc2ncccc2c1. Product: Cn1cc(-c2ccc(Cl)cc2Cl)c(=O)cc1C(F)(F)F. RXN SMILES: [B:26]([Br:27])([Br:28])[Br:29].[Cl:1][c:2]1[c:3](-[c:9]2[c:10](=[O:25])[c:11]([C:20]([O:21][CH2:22][CH3:23])=[O:24])[c:12]([C:16]([F:17])([F:18])[F:19])[n:13]([CH3:15])[cH:14]2)[cH:4][cH:5][c:6]([Cl:8])[cH:7]1.[Cl:41][CH2:42][Cl:43].[Cu:44].[OH2:30].[cH:31]1[cH:32][c:33]2[c:34]([n:35][cH:36][cH:37][cH:38]2)[cH:39][cH:40]1>>[Cl:1][c:2]1[c:3](-[c:9]2[c:10](=[O:25])[cH:11][c:12]([C:16]([F:17])([F:18])[F:19])[n:13]([CH3:15])[cH:14]2)[cH:4][cH:5][c:6]([Cl:8])[cH:7]1. The reactants are CCNCC1CCNC1, C1CCC2=NCCCN2CC1, CC#N, COc1c(F)c(F)cc2c(=O)c(C(=O)O)cn(C3CC3)c12. The product is CCNCC1CCN(c2c(F)cc3c(=O)c(C(=O)O)cn(C4CC4)c3c2OC)C1. Reaction SMILES: [CH2:22]([CH3:23])[NH:24][CH2:25][CH:26]1[CH2:27][NH:28][CH2:29][CH2:30]1.[CH2:31]1[CH2:32][CH2:33][C:34]2=[N:39][CH2:38][CH2:37][CH2:36][N:35]2[CH2:40][CH2:41]1.[CH3:42][C:43]#[N:44].[CH:1]1([n:4]2[cH:5][c:6]([C:19](=[O:20])[OH:21])[c:7](=[O:18])[c:8]3[cH:9][c:10]([F:17])[c:11]([F:16])[c:12]([O:14][CH3:15])[c:13]23)[CH2:2][CH2:3]1>>[CH:1]1([n:4]2[cH:5][c:6]([C:19](=[O:20])[OH:21])[c:7](=[O:18])[c:8]3[cH:9][c:10]([F:17])[c:11]([N:28]4[CH2:27][CH:26]([CH2:25][NH:24][CH2:22][CH3:23])[CH2:30][CH2:29]4)[c:12]([O:14][CH3:15])[c:13]23)[CH2:2][CH2:3]1. Starting materials: [OH-].[Na+] (NaOH), OO (H2O2), O (water), Cl (HCl), C(C1=CC=CC=C1)N1N=CC(=C1)B1OC(C(O1)(C)C)(C)C (1-Benzyl-4-(4,4,5,5-tetramethyl-[1,3,2]dioxaborolan-2-yl)-1H-pyrazole). Solvent: C1CCOC1 (THF). Run at temperature 0 celsius, time 45 minute. Product: C(C1=CC=CC=C1)N1N=CC(=C1)O (1-benzyl-1H-pyrazol-4-ol). Isolated yield 116.7%. Reaction SMILES: [CH2:1]([N:8]1[CH:12]=[C:11](B2OC(C)(C)C(C)(C)O2)[CH:10]=[N:9]1)[C:2]1[CH:7]=[CH:6][CH:5]=[CH:4][CH:3]=1.[OH-:22].[Na+].OO.O.Cl>C1COCC1>[CH2:1]([N:8]1[CH:12]=[C:11]([OH:22])[CH:10]=[N:9]1)[C:2]1[CH:7]=[CH:6][CH:5]=[CH:4][CH:3]=1 |f:1.2|. Procedure: 1-Benzyl-4-(4,4,5,5-tetramethyl-[1,3,2]dioxaborolan-2-yl)-1H-pyrazole (Aldrich, 700 mg, 2.46 mmol) was dissolved in THF (6 mL) and cooled to 0° C. NaOH 2.5 M (2 mL, 4.93 mmol) and H2O2 30% solution in water (503 μl, 4.93 mmol) were added and the reaction mixture was stirred at room temperature for 45 min. Then the pH was adjusted to 2 by the addition of aqueous HCl 2 M and the mixture was extracted with dichloromethane. The organic layer was dried over Na2SO4, filtered, and concentrated under re... Starting materials: N(=NC(=O)OCC)C(=O)OCC (diethyl azodicarboxylate), C(C)(C)(C)[SiH2]OC(C1=C2SC=3C(=CC=CC3N(C2=CC=C1)CCCCCC)CO)(C1=CC=CC=C1)C1=CC=CC=C1 ([6-(tert-butyl-diphenyl-silanyloxymethyl)-10-hexyl-phenothiazin-4-yl]-methanol), C1(C=2C(C(N1)=O)=CC=CC2)=O (phthalimide), C1(=CC=CC=C1)P(C1=CC=CC=C1)C1=CC=CC=C1 (triphenylphosphine). The solvent is O1CCCC1 (tetrahydrofuran). Reaction conditions: time 20 minute. Product: C(C)(C)(C)[SiH2]OC(C1=C2SC=3C(=CC=CC3N(C2=CC=C1)CCCCCC)CN1C(C2=CC=CC=C2C1=O)=O)(C1=CC=CC=C1)C1=CC=CC=C1 (2-[6-(tert-butyl-diphenyl-silanyloxymethyl)-10-hexyl-phenothiazin-4-ylmethyl]-2,3-dihydro-1H-isoindole-1,3-dione). The yield is 73.1%. RXN SMILES: N(C(OCC)=O)=NC(OCC)=O.[C:13]([SiH2:17][O:18][C:19]([C:48]1[CH:53]=[CH:52][CH:51]=[CH:50][CH:49]=1)([C:42]1[CH:47]=[CH:46][CH:45]=[CH:44][CH:43]=1)[C:20]1[CH:33]=[CH:32][CH:31]=[C:30]2[C:21]=1[S:22][C:23]1[C:24]([CH2:40]O)=[CH:25][CH:26]=[CH:27][C:28]=1[N:29]2[CH2:34][CH2:35][CH2:36][CH2:37][CH2:38][CH3:39])([CH3:16])([CH3:15])[CH3:14].[C:54]1(=[O:64])[NH:58][C:57](=[O:59])[C:56]2=[CH:60][CH:61]=[CH:62][CH:63]=[C:55]12.C1(P(C2C=CC=CC=2)C2C=CC=CC=2)C=CC=CC=1>O1CCCC1>[C:13]([SiH2:17][O:18][C:19]([C:42]1[CH:43]=[CH:44][CH:45]=[CH:46][CH:47]=1)([C:48]1[CH:53]=[CH:52][CH:51]=[CH:50][CH:49]=1)[C:20]1[CH:33]=[CH:32][CH:31]=[C:30]2[C:21]=1[S:22][C:23]1[C:24]([CH2:40][N:58]3[C:54](=[O:64])[C:55]4[C:56](=[CH:60][CH:61]=[CH:62][CH:63]=4)[C:57]3=[O:59])=[CH:25][CH:26]=[CH:27][C:28]=1[N:29]2[CH2:34][CH2:35][CH2:36][CH2:37][CH2:38][CH3:39])([CH3:14])([CH3:15])[CH3:16]. Procedure: 0.68 ml (4.36 mmol) of diethyl azodicarboxylate was slowly added dropwise under argon and while cooling with ice to a solution of 1.95 g (3.35 mmol) of [6-(tert-butyl-diphenyl-silanyloxymethyl)-10-hexyl-phenothiazin-4-yl]-methanol, 876 mg (5.03 mmol) of phthalimide and 968 mg (3.69 mmol) of triphenylphosphine in 25 ml of tetrahydrofuran. The reaction mixture was stirred at 0° for 2 hours and at room temperature for 20 minutes and then worked up analogously to that described in Example 2.1.1 ea. ... Starting materials: C(=O)C1=C(C=C(C(=O)OC)C=C1)[N+](=O)[O-] (methyl 4-formyl-3-nitrobenzoate), C(CO)O (ethylene glycol). The reagents and catalysts are CC=1C=CC(=CC1)S(=O)(=O)O (p-TsOH). Solvent: C(Cl)Cl (DCM), C1(=CC=CC=C1)C (toluene). Product: O1C(OCC1)C1=C(C=C(C(=O)OC)C=C1)[N+](=O)[O-] (Methyl 4-(1,3-dioxolan-2-yl)-3-nitrobenzoate). Yield: 78.3%. As a reaction SMILES: [CH:1]([C:3]1[CH:12]=[CH:11][C:6]([C:7]([O:9][CH3:10])=[O:8])=[CH:5][C:4]=1[N+:13]([O-:15])=[O:14])=[O:2].[CH2:16](O)[CH2:17][OH:18]>C1(C)C=CC=CC=1.C(Cl)Cl.CC1C=CC(S(O)(=O)=O)=CC=1>[O:2]1[CH2:16][CH2:17][O:18][CH:1]1[C:3]1[CH:12]=[CH:11][C:6]([C:7]([O:9][CH3:10])=[O:8])=[CH:5][C:4]=1[N+:13]([O-:15])=[O:14]. Reported procedure: To a solution of methyl 4-formyl-3-nitrobenzoate (9.0 g, 43.0 mmol) in toluene (150 mL) was added ethylene glycol (7.20 mL, 129 mmol) followed by p-TsOH (0.409 g, 2.152 mmol) and the reaction mixture was heated at reflux temperature with azeotropic removal of H2O using a Dean-Stark trap for 4 h. The reaction mixture was then cooled and diluted with DCM. The DCM layer was then washed with sat. aq. NaHCO3. The organic layer was dried over MgSO4, filtered, and concentrated to yield a residue. The r... The reactants are C(C)(C)[SiH](C#C[Si](C)(C)C)C(C)C (Diisopropyl(trimethylsilylethynyl)silane), BrN1C(CCC1=O)=O (N-Bromosuccinimide). Run in ClC(C)Cl (dichloroethane). The product is C(C)(C)[Si](C#C[Si](C)(C)C)(C(C)C)Br (Diisopropyl(trimethylsilylethynyl)silyl Bromide). The yield is 87.9%. Reaction SMILES: [CH:1]([SiH:4]([CH:11]([CH3:13])[CH3:12])[C:5]#[C:6][Si:7]([CH3:10])([CH3:9])[CH3:8])([CH3:3])[CH3:2].[Br:14]N1C(=O)CCC1=O>ClC(Cl)C>[CH:11]([Si:4]([Br:14])([CH:1]([CH3:3])[CH3:2])[C:5]#[C:6][Si:7]([CH3:9])([CH3:8])[CH3:10])([CH3:13])[CH3:12]. Procedure: Diisopropyl(trimethylsilylethynyl)silane (6.9 g, 33 mmol) was dissolved in dichloroethane (20 mL) in a round-bottom flask equipped with a stir bar and placed in an ice bath. N-Bromosuccinimide (36 mmol, 6.5 g) was added scoopwise over 30 minutes, and stirring was continued for 15 more minutes or until the solution began to turn bright orange. Solvent was removed using rotary evaporation, pentane was added to the resulting solid, and the remaining solid succinimide residues were removed by filtra...